From a dataset of the Open Reaction Database (ORD), a public repository of structured organic reaction records. describe an organic reaction: reactants, conditions, products, and yield The solvent is N1=CC=CC=C1 (pyridine). Reaction SMILES: [OH:1][CH:2]1[CH2:6][CH2:5][CH2:4][C:3]1([CH2:12][CH2:13][CH3:14])[C:7]([O:9][CH2:10][CH3:11])=[O:8].C(Cl)Cl.[CH3:18][C:19]1[CH:27]=[CH:26][CH:25]=[CH:24][C:20]=1[C:21](Cl)=[O:22]>N1C=CC=CC=1>[CH2:12]([C:3]1([C:7]([O:9][CH2:10][CH3:11])=[O:8])[CH2:4][CH2:5][CH2:6][CH:2]1[O:1][C:21](=[O:22])[C:20]1[CH:24]=[CH:25][CH:26]=[CH:27][C:19]=1[CH3:18])[CH2:13][CH3:14]. Procedure: Ethyl 2-hydroxy-1-n-propyl-cyclopentane carboxylate (6.00 g) was diluted using 60 ml of methylene chloride. At room temperature and with magnetic stirring, pyridine (3.66 ml) was slowly added, then 2-methyl-benzoyl chloride (5.95 ml) was dropwise added. Upon the completion of the addition, the reaction was continued for 12 hours. Then solvent was removed, and the residue was extracted using ethyl acetate and water. Organic layer was washed, in turn, using 10% hydrochloric acid aqueous solution t... Conditions: time 12 hour. Reactants: OC1C(CCC1)(C(=O)OCC)CCC (Ethyl 2-hydroxy-1-n-propyl-cyclopentane carboxylate), C(Cl)Cl (methylene chloride), CC1=C(C(=O)Cl)C=CC=C1 (2-methyl-benzoyl chloride). Product: C(CC)C1(C(CCC1)OC(C1=C(C=CC=C1)C)=O)C(=O)OCC (Ethyl 1-n-propyl-2-o-methylbenzoyloxy-cyclopentane carboxylate). The reactants are CN(C)C=Nc1ccn(C2OC(C(O[SiH2]C(C)(C)C)(c3ccccc3)c3ccccc3)C(O)C2(C)O)c(=O)n1, CC(C)C(NC(=O)OC(C)(C)C)C(=O)O, ClCCCl, CN(C)c1ccncc1, ClCCl. Product: CC(C)C(NC(=O)OC(C)(C)C)C(=O)OC1C(C(O[SiH2]C(C)(C)C)(c2ccccc2)c2ccccc2)OC(n2ccc(N=CN(C)C)nc2=O)C1(C)O. RXN SMILES: [C:1]([CH3:2])([CH3:3])([CH3:4])[SiH2:5][O:6][C:7]([CH:8]1[CH:9]([OH:27])[C:10]([CH3:25])([OH:26])[CH:11]([n:13]2[c:14](=[O:24])[n:15][c:16]([N:19]=[CH:20][N:21]([CH3:22])[CH3:23])[cH:17][cH:18]2)[O:12]1)([c:28]1[cH:29][cH:30][cH:31][cH:32][cH:33]1)[c:34]1[cH:35][cH:36][cH:37][cH:38][cH:39]1.[C:40](=[O:41])([O:42][C:43]([CH3:44])([CH3:45])[CH3:46])[NH:47][CH:48]([CH:49]([CH3:50])[CH3:51])[C:52](=[O:53])[OH:54].[CH2:55]([Cl:56])[CH2:57][Cl:58].[CH3:59][N:60]([c:61]1[cH:62][cH:63][n:64][cH:65][cH:66]1)[CH3:67].[Cl:68][CH2:69][Cl:70]>>[C:1]([CH3:2])([CH3:3])([CH3:4])[SiH2:5][O:6][C:7]([CH:8]1[CH:9]([O:27][C:52]([CH:48]([NH:47][C:40](=[O:41])[O:42][C:43]([CH3:44])([CH3:45])[CH3:46])[CH:49]([CH3:50])[CH3:51])=[O:53])[C:10]([CH3:25])([OH:26])[CH:11]([n:13]2[c:14](=[O:24])[n:15][c:16]([N:19]=[CH:20][N:21]([CH3:22])[CH3:23])[cH:17][cH:18]2)[O:12]1)([c:28]1[cH:29][cH:30][cH:31][cH:32][cH:33]1)[c:34]1[cH:35][cH:36][cH:37][cH:38][cH:39]1. Reactants: C(C(C)(C)C)=O (pivalaldehyde), CC(C(C)(C)C)=O (pinacolone), solution, C(C)(C)[N-]C(C)C.[Li+] (lithium diisopropylamide), CCCCCC (hexane). The solvent is C1CCOC1 (THF). Run at temperature -78 celsius, time 30 minute. Product: OC(CC(C(C)(C)C)=O)C(C)(C)C (5-Hydroxy-2,2,6,6,-tetramethyheptan-3-one). Yield: 92.3%. As a reaction SMILES: [CH3:1][C:2](=[O:7])[C:3]([CH3:6])([CH3:5])[CH3:4].C([N-]C(C)C)(C)C.[Li+].CCCCCC.[CH:22](=[O:27])[C:23]([CH3:26])([CH3:25])[CH3:24]>C1COCC1>[OH:7][CH:2]([C:3]([CH3:6])([CH3:5])[CH3:4])[CH2:1][C:22](=[O:27])[C:23]([CH3:26])([CH3:25])[CH3:24] |f:1.2|. Reported procedure: To a solution of pinacolone (10 g, 100 mmol, 1), in anhydrous THF (500 mL), at −78° C. a 2.0 M solution of lithium diisopropylamide (LDA) in hexane (60 mL, 120 mmol) over a period of 30 min. The reaction was stirred at −78° C. for another 30 min. To the resulting white suspension pivalaldehyde (10.9 mL, 100 mmol) was added drop-wise via syringe and the reaction continued for another 12 hrs at room temperature. The reaction was quenched by adding 10 mL of water. Approximately 80% THF was removed ... The reactants are Cl (HCl), acid chloride, NCCCCCCO (6-amino-1-hexanol), CCN(C(C)C)C(C)C (Hunig's base), ClC1=C(C=CC(=C1)Cl)SC1=C(/C=C/C(=O)O)C=CC=C1 (trans-2-[(2.4-Dichlorophenyl)thio]cinnamic Acid), C(=O)(C(=O)Cl)Cl ((COCl)2). Reagents/catalysts: CN(C)C=1C=CN=CC1 (DMAP), CN(C)C=O (DMF). The solvent is C(Cl)Cl (CH2Cl2), C(Cl)Cl (CH2Cl2), C(Cl)Cl (methylene chloride). Conditions: time 30 minute. Yields the product ClC1=C(C=CC(=C1)Cl)SC1=C(C=CC=C1)\C=C\C(=O)NCCCCCCO ((2,4-Dichlorophenyl)[2-(E-((6-hydroxyhexylamino)carbonyl)ethenyl)phenyl]sulfide). The yield is 49.5%. RXN SMILES: [Cl:1][C:2]1[CH:7]=[C:6]([Cl:8])[CH:5]=[CH:4][C:3]=1[S:9][C:10]1[CH:20]=[CH:19][CH:18]=[CH:17][C:11]=1/[CH:12]=[CH:13]/[C:14]([OH:16])=O.C(Cl)(C(Cl)=O)=O.[NH2:27][CH2:28][CH2:29][CH2:30][CH2:31][CH2:32][CH2:33][OH:34].CCN(C(C)C)C(C)C.Cl>C(Cl)Cl.CN(C=O)C.CN(C1C=CN=CC=1)C>[Cl:1][C:2]1[CH:7]=[C:6]([Cl:8])[CH:5]=[CH:4][C:3]=1[S:9][C:10]1[CH:20]=[CH:19][CH:18]=[CH:17][C:11]=1/[CH:12]=[CH:13]/[C:14]([NH:27][CH2:28][CH2:29][CH2:30][CH2:31][CH2:32][CH2:33][OH:34])=[O:16]. Reported procedure: A suspension of the acid (284 mg, 0.87 mmol) from Example 1B in 5 mL of methylene chloride was stirred with (COCl)2 (84 μL, 0.97 mmol), and one drop of DMF under nitrogen atmosphere for 90 minutes. The solvent was then removed under vacuum. The residue (COCl)2 was removed with benzene (2×) in vacuo. To a separate flask, previously filled with 6-amino-1-hexanol (12 mg, 0.10 mmol), Hunig's base (22.8 μL, 0.13 mmol) and DMAP (1.1 mg, 0.008 mmol) in 2.0 mL of CH2Cl2, the acid chloride (30 mg, 0.087 ... Procedure: To a solution of Example H (1.50 g, 5.55 mmol) in dry THF (10 mL) was added a THF solution (10 mL) of 4-chlorophenyl isocyanate (1.02 g, 6.66 mmol) and pyridine (5.27 g, 66.6 mmol) at RT. The reaction mixture was stirred for 3 h and then H2O (30 mL) was added. The precipitate was filtered and washed with 1N HCl and ether to give 1-{3-tert-butyl-1-[3-(aminomethyl)phenyl}-1H-pyrazol-5yl)-3-(4-chlorophenyl)urea (2.28 g, 97%) as a white solid, which was used for next step without further purificatio... Yield: 103.2%. The reactants are O (H2O), C(C)(C)(C)C1=NN(C(=C1)N)C1=CC(=CC=C1)CN=[N+]=[N-] (3-tert-butyl-1-[3-(azidomethyl)phenyl]-1H-pyrazol-5-amine), ClC1=CC=C(C=C1)N=C=O (4-chlorophenyl isocyanate), N1=CC=CC=C1 (pyridine). The solvent is C1CCOC1 (THF), C1CCOC1 (THF). The product is C(C)(C)(C)C1=NN(C(=C1)NC(=O)NC1=CC=C(C=C1)Cl)C1=CC(=CC=C1)CN (1-{3-tert-butyl-1-[3-(aminomethyl)phenyl}-1H-pyrazol-5yl)-3-(4-chlorophenyl)urea). Conditions: time 3 hour. RXN SMILES: [C:1]([C:5]1[CH:9]=[C:8]([NH2:10])[N:7]([C:11]2[CH:16]=[CH:15][CH:14]=[C:13]([CH2:17][N:18]=[N+]=[N-])[CH:12]=2)[N:6]=1)([CH3:4])([CH3:3])[CH3:2].[Cl:21][C:22]1[CH:27]=[CH:26][C:25]([N:28]=[C:29]=[O:30])=[CH:24][CH:23]=1.N1C=CC=CC=1.O>C1COCC1>[C:1]([C:5]1[CH:9]=[C:8]([NH:10][C:29]([NH:28][C:25]2[CH:26]=[CH:27][C:22]([Cl:21])=[CH:23][CH:24]=2)=[O:30])[N:7]([C:11]2[CH:16]=[CH:15][CH:14]=[C:13]([CH2:17][NH2:18])[CH:12]=2)[N:6]=1)([CH3:4])([CH3:3])[CH3:2].